From a dataset of the Open Reaction Database (ORD), a public repository of structured organic reaction records. describe an organic reaction: reactants, conditions, products, and yield Starting materials: ClCCCl, CS(=O)(=O)O, CS(=O)(=O)O, CCN(C(C)C)C(C)C, NC1Cc2cc(Cl)c3[nH]ncc3c2CN(CC(F)(F)F)C1=O, O=C(O)c1cc2c(cn1)CC1(C2)C(=O)Nc2ncccc21, CN(C)C=O, On1nnc2ccccc21. Product: O=C(NC1Cc2cc(Cl)c3[nH]ncc3c2CN(CC(F)(F)F)C1=O)c1cc2c(cn1)CC1(C2)C(=O)Nc2ncccc21. Reaction SMILES: [CH2:73]([Cl:74])[CH2:75][Cl:76].[CH3:1][S:2]([OH:3])(=[O:4])=[O:5].[CH3:6][S:7]([OH:8])(=[O:9])=[O:10].[CH:54]([N:55]([CH2:56][CH3:57])[CH:58]([CH3:59])[CH3:60])([CH3:61])[CH3:62].[NH2:11][CH:12]1[CH2:13][c:14]2[c:15]([c:16]3[cH:17][n:18][nH:19][c:20]3[c:21]([Cl:23])[cH:22]2)[CH2:24][N:25]([CH2:28][C:29]([F:30])([F:31])[F:32])[C:26]1=[O:27].[O:33]=[C:34]1[NH:35][c:36]2[n:37][cH:38][cH:39][cH:40][c:41]2[C:42]12[CH2:43][c:44]1[c:45]([cH:46][n:47][c:48]([C:50](=[O:51])[OH:52])[cH:49]1)[CH2:53]2.[O:77]=[CH:78][N:79]([CH3:80])[CH3:81].[OH:63][n:64]1[c:65]2[c:66]([cH:67][cH:68][cH:69][cH:70]2)[n:71][n:72]1>>[NH:11]([CH:12]1[CH2:13][c:14]2[c:15]([c:16]3[cH:17][n:18][nH:19][c:20]3[c:21]([Cl:23])[cH:22]2)[CH2:24][N:25]([CH2:28][C:29]([F:30])([F:31])[F:32])[C:26]1=[O:27])[C:50]([c:48]1[n:47][cH:46][c:45]2[c:44]([cH:49]1)[CH2:43][C:42]1([C:34](=[O:33])[NH:35][c:36]3[n:37][cH:38][cH:39][cH:40][c:41]31)[CH2:53]2)=[O:51].